Dataset: the Open Reaction Database (ORD), a public repository of structured organic reaction records. Task: describe an organic reaction: reactants, conditions, products, and yield Starting materials: C(#N)C1=C(C(=O)C(=C(C1=O)Cl)Cl)C#N (DDQ), C(=O)(O)[O-].[Na+] (NaHCO3), NC1=C(C=CC=C1C)O (2-Amino-3-methyl-phenol), COC(C1=CC(=CC=C1)C=O)=O (3-formyl-benzoic acid methyl ester). Solvent: CCOC(=O)C (EtOAc), CO (MeOH), C(Cl)Cl (CH2Cl2). The product is COC(C1=CC(=CC=C1)C=1OC2=C(N1)C(=CC=C2)C)=O (3-(4-methyl-benzooxazol-2-yl)-benzoic acid methyl ester). RXN SMILES: [NH2:1][C:2]1[C:7]([CH3:8])=[CH:6][CH:5]=[CH:4][C:3]=1[OH:9].[CH3:10][O:11][C:12](=[O:21])[C:13]1[CH:18]=[CH:17][CH:16]=[C:15]([CH:19]=O)[CH:14]=1.C(C1C(=O)C(Cl)=C(Cl)C(=O)C=1C#N)#N.C([O-])(O)=O.[Na+]>CO.C(Cl)Cl.CCOC(C)=O>[CH3:10][O:11][C:12](=[O:21])[C:13]1[CH:18]=[CH:17][CH:16]=[C:15]([C:19]2[O:9][C:3]3[CH:4]=[CH:5][CH:6]=[C:7]([CH3:8])[C:2]=3[N:1]=2)[CH:14]=1 |f:3.4|. Procedure: 2-Amino-3-methyl-phenol (6.09 mmol) is heated with 3-formyl-benzoic acid methyl ester (6.09 mmol) in MeOH (6 mL) at 60° C. for 30 minutes. The solvent is removed from the mixture to obtain a dark red oil which is dissolved in dry CH2Cl2 (6 mL) at room temperature and treated with DDQ (6.4 mmol) for 16 hours. The mixture is diluted with EtOAc and poured onto saturated aqueous NaHCO3. The aqueous phase is further extracted with EtOAc and the combined organic phases are dried over Na2SO4. Filtratio... Reactants: CS.[Na] (sodium methylmercaptan), FC=1C=CC(=C(C(=O)O)C1)[N+](=O)[O-] (5-fluoro-2-nitrobenzoic acid), C(C)O (ethanol), Cl (hydrochloric acid). Run in O (water). Run at time 2 day. Yields the product CSC=1C=CC(=C(C(=O)O)C1)[N+](=O)[O-] (5-methylthio-2-nitrobenzoic acid). RXN SMILES: [CH3:1][SH:2].[Na].F[C:5]1[CH:6]=[CH:7][C:8]([N+:14]([O-:16])=[O:15])=[C:9]([CH:13]=1)[C:10]([OH:12])=[O:11].C(O)C.Cl>O>[CH3:1][S:2][C:5]1[CH:6]=[CH:7][C:8]([N+:14]([O-:16])=[O:15])=[C:9]([CH:13]=1)[C:10]([OH:12])=[O:11] |f:0.1,^1:2|. Procedure details: 2.5 mL of 15% sodium methylmercaptan aqueous solution was added to the mixture of 11.0 g (5.40 mmol) of 5-fluoro-2-nitrobenzoic acid and 5 mL of ethanol and stirred for 2 days. Then, 10 mL of water was added and pH thereof was adjusted to become 1 by concentrated hydrochloric acid. After filtering out the precipitated compound, it was washed with water, ether and hexane and dried to obtain a crude material of 5-methylthio-2-nitrobenzoic acid. 3 mL of thionyl chloride was added to the obtained cr... The reactants are O1C(=CC2=C1C=CC=C2)S(=O)(=O)NC2=C(C=CC(=C2)Cl)SCCC(=O)OC (methyl 3-({2-[(1-benzofuran-2-ylsulfonyl)amino]-4-chlorophenyl}sulfanyl)propanoate), C1=CC(=CC(=C1)Cl)C(=O)OO (mCPBA). Solvent: CCOC(=O)C (EtOAc), C(Cl)Cl (CH2Cl2). Conditions: time 1 hour. The product is O1C(=CC2=C1C=CC=C2)S(=O)(=O)NC2=C(C=CC(=C2)Cl)S(=O)CCC(=O)OC (methyl 3-({2-[(1-benzofuran-2-ylsulfonyl)amino]-4-chlorophenyl}sulfinyl)propanoate). Isolated yield 45.8%. Reaction SMILES: [O:1]1[C:5]2[CH:6]=[CH:7][CH:8]=[CH:9][C:4]=2[CH:3]=[C:2]1[S:10]([NH:13][C:14]1[CH:19]=[C:18]([Cl:20])[CH:17]=[CH:16][C:15]=1[S:21][CH2:22][CH2:23][C:24]([O:26][CH3:27])=[O:25])(=[O:12])=[O:11].C1C=C(Cl)C=C(C(OO)=[O:36])C=1>C(Cl)Cl.CCOC(C)=O>[O:1]1[C:5]2[CH:6]=[CH:7][CH:8]=[CH:9][C:4]=2[CH:3]=[C:2]1[S:10]([NH:13][C:14]1[CH:19]=[C:18]([Cl:20])[CH:17]=[CH:16][C:15]=1[S:21]([CH2:22][CH2:23][C:24]([O:26][CH3:27])=[O:25])=[O:36])(=[O:11])=[O:12]. Reported procedure: To a solution of methyl 3-({2-[(1-benzofuran-2-ylsulfonyl)amino]-4-chlorophenyl}sulfanyl)propanoate (181 mg, 0.43 mmol) in CH2Cl2 (4 ml) was added mCPBA (153 mg, ˜0.64 mmol). The reaction was stirred at room temperature for 1 hour, diluted with EtOAc, extracted with saturated aqueous NaHCO3 and brine, dried over Na2SO4, and concentrated in vacuo. The residue was purified by flash column chromatography on silica gel (25-100% EtOAc in hexane, then 10% MeOH in CH2Cl2) to yield the title compound (8... Reactants: N1C=CC2=CC(=CC=C12)C=O (indole-5-carboxaldehyde), [H-].[Na+] (sodium hydride), C1(=CC=C(C=C1)S(=O)(=O)Cl)C (p-toluenesulfonyl chloride), O (Water). Solvent: CN(C=O)C (dimethylformamide). Run at time 13 hour. Product: CC1=CC=C(C=C1)S(=O)(=O)N1C=CC2=CC(=CC=C12)C=O (1-(4-methylphenyl)sulfonylindole-5-carboxaldehyde). The yield is 69.2%. Reaction SMILES: [NH:1]1[C:9]2[C:4](=[CH:5][C:6]([CH:10]=[O:11])=[CH:7][CH:8]=2)[CH:3]=[CH:2]1.[H-].[Na+].[C:14]1([CH3:24])[CH:19]=[CH:18][C:17]([S:20](Cl)(=[O:22])=[O:21])=[CH:16][CH:15]=1.O>CN(C)C=O>[CH3:24][C:14]1[CH:19]=[CH:18][C:17]([S:20]([N:1]2[C:9]3[C:4](=[CH:5][C:6]([CH:10]=[O:11])=[CH:7][CH:8]=3)[CH:3]=[CH:2]2)(=[O:22])=[O:21])=[CH:16][CH:15]=1 |f:1.2|. Reported procedure: To a solution of indole-5-carboxaldehyde (2.00 g, 13.8 mmol) in dimethylformamide (50 mL) were added sodium hydride (60% oil dispersion; 828 mg, 20.7 mmol) and p-toluenesulfonyl chloride (3.16 g, 16.6 mmol) at 0° C. under nitrogen atmosphere, and the mixture was stirred for 13 h at room temperature. Water was added, and the mixture was extracted with ethyl acetate. The organic layer was washed with brine and dried on anhydrous sodium sulfate. The solvent was evaporated under reduced pressure, an... Starting materials: CCOC(C)=O, O=C1C=CC(c2ccccc2F)CC1, O=C1CC=C(c2ccccc2F)CC1, [H][H]. Yields the product O=C1CCC(c2ccccc2F)CC1. Reaction SMILES: [CH2:31]([O:32][C:33](=[O:34])[CH3:35])[CH3:36].[F:15][c:16]1[cH:17][cH:18][cH:19][cH:20][c:21]1[CH:22]1[CH2:23][CH2:24][C:25](=[O:26])[CH:27]=[CH:28]1.[F:1][c:2]1[c:3]([C:8]2=[CH:9][CH2:10][C:11](=[O:14])[CH2:12][CH2:13]2)[cH:4][cH:5][cH:6][cH:7]1.[H:29][H:30]>>[F:1][c:2]1[c:3]([CH:8]2[CH2:9][CH2:10][C:11](=[O:14])[CH2:12][CH2:13]2)[cH:4][cH:5][cH:6][cH:7]1.